Dataset: the Open Reaction Database (ORD), a public repository of structured organic reaction records. Task: describe an organic reaction: reactants, conditions, products, and yield Starting materials: C1COCCO1, COC(=O)c1sc2ncnc(Cl)c2c1C, Nc1ccc(F)cc1OC1CCOCC1, Cc1ccc(S(=O)(=O)O)cc1. The product is COC(=O)c1sc2ncnc(Nc3ccc(F)cc3OC3CCOCC3)c2c1C. Reaction SMILES: [CH2:42]1[O:43][CH2:44][CH2:45][O:46][CH2:47]1.[Cl:16][c:17]1[c:18]2[c:19]([n:20][cH:21][n:22]1)[s:23][c:24]([C:27](=[O:28])[O:29][CH3:30])[c:25]2[CH3:26].[F:1][c:2]1[cH:3][c:4]([O:9][CH:10]2[CH2:11][CH2:12][O:13][CH2:14][CH2:15]2)[c:5]([NH2:6])[cH:7][cH:8]1.[c:31]1([CH3:32])[cH:33][cH:34][c:35]([S:36]([OH:37])(=[O:38])=[O:39])[cH:40][cH:41]1>>[F:1][c:2]1[cH:3][c:4]([O:9][CH:10]2[CH2:11][CH2:12][O:13][CH2:14][CH2:15]2)[c:5]([NH:6][c:17]2[c:18]3[c:19]([n:20][cH:21][n:22]2)[s:23][c:24]([C:27](=[O:28])[O:29][CH3:30])[c:25]3[CH3:26])[cH:7][cH:8]1. Reactants: CC(=O)N1CCCC(C(O)(c2ccccc2)c2ccccc2)C1, C, CC(=O)OC(C)=O, CO, [Pd]. Product: CC(=O)N1CCCC(C(c2ccccc2)c2ccccc2)C1. As a reaction SMILES: [C:1]([CH3:2])(=[O:3])[N:4]1[CH2:5][CH:6]([C:10]([OH:11])([c:12]2[cH:13][cH:14][cH:15][cH:16][cH:17]2)[c:18]2[cH:19][cH:20][cH:21][cH:22][cH:23]2)[CH2:7][CH2:8][CH2:9]1.[C:31].[CH3:24][C:25]([O:26][C:27](=[O:28])[CH3:29])=[O:30].[CH3:33][OH:34].[Pd:32]>>[C:1]([CH3:2])(=[O:3])[N:4]1[CH2:5][CH:6]([CH:10]([c:12]2[cH:13][cH:14][cH:15][cH:16][cH:17]2)[c:18]2[cH:19][cH:20][cH:21][cH:22][cH:23]2)[CH2:7][CH2:8][CH2:9]1.